Dataset: the Open Reaction Database (ORD), a public repository of structured organic reaction records. Task: describe an organic reaction: reactants, conditions, products, and yield Starting materials: ClCl (chlorine), C(=O)NC1=C(C=CC=C1)C (2 -formylaminotoluene), CO (methanol). Solvent: C(Cl)(Cl)Cl (chloroform). Conditions: time 2 hour. The product is Cl.NC1=C(C=C(C=C1)Cl)C (2 -amino-5 -chlorotoluene hydrochloride). Yield: 132.7%. Reaction SMILES: [Cl:1]Cl.C([NH:5][C:6]1[CH:11]=[CH:10][CH:9]=[CH:8][C:7]=1[CH3:12])=O.CO>C(Cl)(Cl)Cl>[ClH:1].[NH2:5][C:6]1[CH:11]=[CH:10][C:9]([Cl:1])=[CH:8][C:7]=1[CH3:12] |f:4.5|. Procedure details: 79 g (1.1 moles) of chlorine is introduced into a solution of 135 g (1 mole) of 2 -formylaminotoluene in 500 ml of chloroform at 20° to 25° C. in the course of 2 to 3 hours. After the addition of 28 g (0.88 mole) of methanol, the mixture obtained is stirred for 2 hours at 25° to 30° C., and the formed 2 -amino-5 -chlorotoluene hydrochloride is subsequently filtered off. There is obtained 130 g (73% of theory relative to 2 -formylaminotoluene) of 2 -amino-5 -chlorotoluene hydrochloride. The conte... The reactants are FC1=C(COC2=C(C(=O)O)C=C(C=C2)C=O)C=CC(=C1)F (2-(2,4-difluorobenzyloxy)-5-formylbenzoic acid), C(CCCC)N(C(C1=C(C=CC(=C1)C=O)OC)=O)CCCCC (N,N-di-n-pentyl-2-methoxy-5-formylbenzamide). Product: C(CCCC)N(C(C1=C(C=CC(=C1)C=O)OCC1=C(C=C(C=C1)F)F)=O)CCCCC (N,N-Di-n-pentyl-2-(2,4-difluorobenzyloxy)-5-formylbenzamide), oil. Yield: 99.0%. RXN SMILES: [F:1][C:2]1[CH:20]=[C:19]([F:21])[CH:18]=[CH:17][C:3]=1[CH2:4][O:5][C:6]1[CH:14]=[CH:13][C:12]([CH:15]=[O:16])=[CH:11][C:7]=1[C:8]([OH:10])=O.[CH2:22]([N:27](CCCCC)[C:28](=O)[C:29]1C=C(C=O)[CH:32]=[CH:31][C:30]=1OC)[CH2:23][CH2:24][CH2:25][CH3:26]>>[CH2:28]([N:27]([CH2:22][CH2:23][CH2:24][CH2:25][CH3:26])[C:8](=[O:10])[C:7]1[CH:11]=[C:12]([CH:15]=[O:16])[CH:13]=[CH:14][C:6]=1[O:5][CH2:4][C:3]1[CH:17]=[CH:18][C:19]([F:21])=[CH:20][C:2]=1[F:1])[CH2:29][CH2:30][CH2:31][CH3:32]. Reported procedure: N,N-Di-n-pentyl-2-(2,4-difluorobenzyloxy)-5-formylbenzamide was prepared from 2-(2,4-difluorobenzyloxy)-5-formylbenzoic acid (200 mg, 1 eq) using the same procedure as for N,N-di-n-pentyl-2-methoxy-5-formylbenzamide. The product was obtained as a pale brown oil (442 mg, 99%). 1H NMR (CDCl3) δ9.89 (s, 1H, O═C—H), 5.22 (d, 1H, CH2Ar), 5.10 (d, 1H, CH2Ar), 3.74 (m, 1H, NCH2), 3.14 (m, 1H, NCH2), 3.05 (m, 2H, NCH2). Starting materials: [Bi], CCCCc1ncc(CO)[nH]1, CO, [Na+], [OH-], OO, [Pt]. Product: CCCCc1ncc(C=O)[nH]1. As a reaction SMILES: [Bi:12].[CH2:1]([CH2:2][CH2:3][CH3:4])[c:5]1[nH:6][c:7]([CH2:10][OH:11])[cH:8][n:9]1.[CH3:18][OH:19].[Na+:14].[OH-:13].[OH:15][OH:16].[Pt:17]>>[CH2:1]([CH2:2][CH2:3][CH3:4])[c:5]1[nH:6][c:7]([CH:10]=[O:11])[cH:8][n:9]1. Reactants: OC(CN1CCC(CC1)N1C(N(CC1)C1=CC=CC=C1)=O)COC1=NC=CN=C1Cl (1-{1-[2-hydroxy-3-(3-chloropyrazin-2-yloxy)-propyl]-4-piperidinyl}-3-phenyl-imidazolidin-2-one), C[O-].[Na+] (sodium methylate). The solvent is CO (methanol). Yields the product OC(CN1CCC(CC1)N1C(N(CC1)C1=CC=CC=C1)=O)COC1=NC=CN=C1OC (1-{1-[2-hydroxy-3-(3-methoxy-pyrazin-2-yloxy)-propyl]-4-piperidinyl} -3-phenyl-imidazolidin-2-one). Reaction SMILES: [OH:1][CH:2]([CH2:22][O:23][C:24]1[C:29](Cl)=[N:28][CH:27]=[CH:26][N:25]=1)[CH2:3][N:4]1[CH2:9][CH2:8][CH:7]([N:10]2[CH2:14][CH2:13][N:12]([C:15]3[CH:20]=[CH:19][CH:18]=[CH:17][CH:16]=3)[C:11]2=[O:21])[CH2:6][CH2:5]1.[CH3:31][O-:32].[Na+]>CO>[OH:1][CH:2]([CH2:22][O:23][C:24]1[C:29]([O:32][CH3:31])=[N:28][CH:27]=[CH:26][N:25]=1)[CH2:3][N:4]1[CH2:9][CH2:8][CH:7]([N:10]2[CH2:14][CH2:13][N:12]([C:15]3[CH:20]=[CH:19][CH:18]=[CH:17][CH:16]=3)[C:11]2=[O:21])[CH2:6][CH2:5]1 |f:1.2|. Procedure details: With stirring, 10.1 g of 1-{1-[2-hydroxy-3-(3-chloropyrazin-2-yloxy)-propyl]-4-piperidinyl}-3-phenyl-imidazolidin-2-one (see Example 6) and 1.41 g of sodium methylate in 110 ml of methanol are refluxed for 10 hours. The reaction mixture is concentrated in a water jet vacuum. The residue is dissolved in ethyl acetate and extracted with 2N hydrochloric acid. The combined hydrochloric acid extracts are made alkaline with conc. ammonia and extracted with methylene chloride. The combined methylene ch... The reactants are O=C(O)c1cc(Br)no1, Cc1[nH]c(C(=O)NC2CCNCC2)c(Cl)c1Cl, Cl. Yields the product Cc1[nH]c(C(=O)NC2CCN(c3cc(C(=O)O)on3)CC2)c(Cl)c1Cl. Reaction SMILES: [Br:19][c:20]1[n:21][o:22][c:23]([C:25](=[O:26])[OH:27])[cH:24]1.[Cl:2][c:3]1[c:4]([C:10](=[O:11])[NH:12][CH:13]2[CH2:14][CH2:15][NH:16][CH2:17][CH2:18]2)[nH:5][c:6]([CH3:9])[c:7]1[Cl:8].[ClH:1]>>[Cl:2][c:3]1[c:4]([C:10](=[O:11])[NH:12][CH:13]2[CH2:14][CH2:15][N:16]([c:20]3[n:21][o:22][c:23]([C:25](=[O:26])[OH:27])[cH:24]3)[CH2:17][CH2:18]2)[nH:5][c:6]([CH3:9])[c:7]1[Cl:8]. The yield is 102.4%. Procedure details: To a solution of 1-[2-(4,4-dimethylcyclohex-1-enyl)-5-methoxyphenyl]piperazine (90 mg, 0.29 mmol) prepared in Example (1e) in tetrahydrofuran (10 mL) were added valeraldehyde (31 mg, 0.36 mmol), sodium triacetoxyborohydride (95 mg, 0.59 mmol) and acetic acid (35 mg, 0.59 mmol) in that order, and the mixture was stirred for 3 hours. Saturated aqueous sodium hydrogencarbonate was added to the reaction mixture and the mixture was extracted with ethyl acetate. The organic layer was dried over anhydr... Run in O1CCCC1 (tetrahydrofuran). Reaction conditions: time 3 hour. Starting materials: C(O)([O-])=O.[Na+] (sodium hydrogencarbonate), CC1(CC=C(CC1)C1=C(C=C(C=C1)OC)N1CCNCC1)C (1-[2-(4,4-dimethylcyclohex-1-enyl)-5-methoxyphenyl]piperazine), C(CCCC)=O (valeraldehyde), C(C)(=O)O[BH-](OC(C)=O)OC(C)=O.[Na+] (sodium triacetoxyborohydride), C(C)(=O)O (acetic acid). Product: CC1(CC=C(CC1)C1=C(C=C(C=C1)OC)N1CCN(CC1)CCCCC)C (1-[2-(4,4-dimethylcyclohex-1-enyl)-5-methoxyphenyl]-4-pentylpiperazine). RXN SMILES: [CH3:1][C:2]1([CH3:22])[CH2:7][CH2:6][C:5]([C:8]2[CH:13]=[CH:12][C:11]([O:14][CH3:15])=[CH:10][C:9]=2[N:16]2[CH2:21][CH2:20][NH:19][CH2:18][CH2:17]2)=[CH:4][CH2:3]1.[CH:23](=O)[CH2:24][CH2:25][CH2:26][CH3:27].C(O[BH-](OC(=O)C)OC(=O)C)(=O)C.[Na+].C(O)(=O)C.C(=O)([O-])O.[Na+]>O1CCCC1>[CH3:1][C:2]1([CH3:22])[CH2:7][CH2:6][C:5]([C:8]2[CH:13]=[CH:12][C:11]([O:14][CH3:15])=[CH:10][C:9]=2[N:16]2[CH2:21][CH2:20][N:19]([CH2:23][CH2:24][CH2:25][CH2:26][CH3:27])[CH2:18][CH2:17]2)=[CH:4][CH2:3]1 |f:2.3,5.6|. Starting materials: C, CO, COc1cc(C(N)=O)c([N+](=O)[O-])cc1OC, [Pd]. The product is COc1cc(N)c(C(N)=O)cc1OC. Reaction SMILES: [C:19].[CH3:17][OH:18].[CH3:1][O:2][c:3]1[cH:4][c:5]([N+:14]([O-:15])=[O:16])[c:6]([C:7](=[O:8])[NH2:9])[cH:10][c:11]1[O:12][CH3:13].[Pd:20]>>[CH3:1][O:2][c:3]1[cH:4][c:5]([NH2:14])[c:6]([C:7](=[O:8])[NH2:9])[cH:10][c:11]1[O:12][CH3:13]. Reactants: CCO, O=[N+]([O-])c1ccc(Cl)cc1N1CCCC1, [NH4+], [OH-], Cl[Sn](Cl)(Cl)Cl. Product: Nc1ccc(Cl)cc1N1CCCC1. Reaction SMILES: [CH3:23][CH2:24][OH:25].[Cl:6][c:7]1[cH:8][cH:9][c:10]([N+:18]([O-:19])=[O:20])[c:11]([N:13]2[CH2:14][CH2:15][CH2:16][CH2:17]2)[cH:12]1.[NH4+:22].[OH-:21].[Sn:1]([Cl:2])([Cl:3])([Cl:4])[Cl:5]>>[Cl:6][c:7]1[cH:8][cH:9][c:10]([NH2:18])[c:11]([N:13]2[CH2:14][CH2:15][CH2:16][CH2:17]2)[cH:12]1.